describe an organic reaction: reactants, conditions, products, and yield From a dataset of the Open Reaction Database (ORD), a public repository of structured organic reaction records. Reactants: ClC=1C=C(C=CC1)SC1=C(N=C(N1)C)C(C)C (5-(3-chlorophenylthio)-4-isopropyl-2-methylimidazole), C(N)(=O)OCC=1N(C(=C(N1)SC1=CC=CC=C1)C(C)C)C (2-Carbamoyloxymethyl-5-isopropyl-1-methyl-4-phenylthio-1H-imidazole). The product is ClC=1C=C(C=CC1)SC1=C(N=C(N1C)C)C(C)C (5-(3-chlorophenylthio)-1,2-dimethyl-4-isopropylimidazole). RXN SMILES: [Cl:1][C:2]1[CH:3]=[C:4]([S:8][C:9]2[NH:13][C:12]([CH3:14])=[N:11][C:10]=2[CH:15]([CH3:17])[CH3:16])[CH:5]=[CH:6][CH:7]=1.[C:18](OCC1N(C)C(C(C)C)=C(SC2C=CC=CC=2)N=1)(=O)N>>[Cl:1][C:2]1[CH:3]=[C:4]([S:8][C:9]2[N:13]([CH3:18])[C:12]([CH3:14])=[N:11][C:10]=2[CH:15]([CH3:17])[CH3:16])[CH:5]=[CH:6][CH:7]=1. Reported procedure: Compound I-3 was obtained from 5-(3-chlorophenylthio)-4-isopropyl-2-methylimidazole by the same synthetic process as that for Compound I-1 in Example 1 (yield 47%). mp 91 to 94° C. Reactants: NCC1(CCN(CC1)C(=O)OC(C)(C)C)C1=CC=CC=C1 (Tert-butyl 4-(aminomethyl)-4-phenylpiperidine-1-carboxylate), [H][H] (hydrogen). Reagents/catalysts: O=[Pt]=O (PtO2). The solvent is C(C)O (ethanol). The product is NCC1(CCN(CC1)C(=O)OC(C)(C)C)C1CCCCC1 (tert-butyl 4-(aminomethyl)-4-cyclohexylpiperidine-1-carboxylate). Isolated yield 64.7%. RXN SMILES: [NH2:1][CH2:2][C:3]1([C:16]2[CH:21]=[CH:20][CH:19]=[CH:18][CH:17]=2)[CH2:8][CH2:7][N:6]([C:9]([O:11][C:12]([CH3:15])([CH3:14])[CH3:13])=[O:10])[CH2:5][CH2:4]1.[H][H]>C(O)C.O=[Pt]=O>[NH2:1][CH2:2][C:3]1([CH:16]2[CH2:17][CH2:18][CH2:19][CH2:20][CH2:21]2)[CH2:8][CH2:7][N:6]([C:9]([O:11][C:12]([CH3:15])([CH3:14])[CH3:13])=[O:10])[CH2:5][CH2:4]1. Reported procedure: Tert-butyl 4-(aminomethyl)-4-phenylpiperidine-1-carboxylate (355 mg, 1.22 mmol) and 1.15 g PtO2 (5.1 mmol) in 125 ml ethanol were shaked in PARR apparatus under 60 psi of hydrogen for 20 hours. Celite was loaded on top of an ion exchange cartridge (MCX, Phenomenex, 6 g adsorbent). The crude reaction slurry was filtered through this set-up, the pyrophoric catalyst washed with ethanol and water and removed. The cartridge was washed with methanol and then the product eluted with a 2 M solution of N... Starting materials: C(C(C)C)N1C(C=2C(C1=O)=CC=CC2)=O (N-isobutylphthalimide), O (water). Run in [BH4-].[K+] (potassium borohydride), CO (methanol). Run at temperature 20 celsius, time 20 hour. Product: OC1N(C(C2=CC=CC=C12)=O)CC(C)C (3-hydroxy-2-isobutyl-2,3-dihydroisoindol-1-one). Yield: 88.4%. RXN SMILES: [CH2:1]([N:5]1[C:9](=[O:10])[C:8]2=[CH:11][CH:12]=[CH:13][CH:14]=[C:7]2[C:6]1=[O:15])[CH:2]([CH3:4])[CH3:3].O>CO.[BH4-].[K+]>[OH:10][CH:9]1[C:8]2[C:7](=[CH:14][CH:13]=[CH:12][CH:11]=2)[C:6](=[O:15])[N:5]1[CH2:1][CH:2]([CH3:4])[CH3:3] |f:3.4|. Procedure: 3-Hydroxy-2-isobutyl-2,3-dihydroisoindol-1-one is prepared as described in Example 1, starting with 6.5 g of N-isobutylphthalimide in 60 cm3 of methanol and 1.7 g of potassium borohydride. The reaction mixture is stirred at a temperature in the region of 20° C. for 20 hours and is then cooled to a temperature in the region of 0° C., followed by dropwise addition of 50 cm3 of distilled water. The methanol is then partially evaporated off under reduced pressure (2 kPa) at a temperature in the regi... The reactants are COC([C@H]1N(CCC1)CC=1C2=CC=C(C=C2C=2C=C3C(=CC2C1)OCO3)OCC3=CC=CC=C3)=O (N-(2,3-Methylenedioxy-6-benzyloxy-phenanthr-9-ylmethyl)-L-proline methyl ester), N (NH3). The product is C1OC2=CC=3C=C(C4=CC=C(C=C4C3C=C2O1)OCC1=CC=CC=C1)CN1[C@H](CO)CCC1 (N-(2,3-Methylenedioxy-6-benzyloxy-phenanthr-9-ylmethyl)-L-prolinol). Reaction SMILES: C[O:2][C:3](=O)[C@@H:4]1[CH2:8][CH2:7][CH2:6][N:5]1[CH2:9][C:10]1[C:11]2[C:16]([C:17]3[CH:18]=[C:19]4[O:26][CH2:25][O:24][C:20]4=[CH:21][C:22]=3[CH:23]=1)=[CH:15][C:14]([O:27][CH2:28][C:29]1[CH:34]=[CH:33][CH:32]=[CH:31][CH:30]=1)=[CH:13][CH:12]=2.N>>[CH2:25]1[O:26][C:19]2[C:20](=[CH:21][C:22]3[CH:23]=[C:10]([CH2:9][N:5]4[CH2:6][CH2:7][CH2:8][C@H:4]4[CH2:3][OH:2])[C:11]4[C:16]([C:17]=3[CH:18]=2)=[CH:15][C:14]([O:27][CH2:28][C:29]2[CH:34]=[CH:33][CH:32]=[CH:31][CH:30]=2)=[CH:13][CH:12]=4)[O:24]1. Reported procedure: General procedure f from 17 (95%); colorless oil, recrystallization from EtOH gave white powder; mp 122-124° C.; 1H NMR (400.13 MHz) δ 8.13 (d, J=4 Hz, 1H), 7.90 (d, J=2 Hz, 1H), 7.84 (s, 1H), 7.51 (d, J=4 Hz, 2H), 7.42 (s, 1H), 7.41 (t, J=4 Hz, 2H), 7.34 (m, 1H), 7.29 (dd, J=4 Hz, 2 Hz, 1H), 7.14 (s, 1H), 6.06 (s, 2H), 5.24 (s, 2H), 4.36 (d, J=7 Hz, 2H), 3.78 (d, J=17 Hz, 2H), 3.41 (m, 1H), 2.42 (m, 2H), 1.83 (m, 2H), 1.66 (m, 6H); MS (DCI/NH3) m/e: 442 (M+H)+. Anal. (C28H27O4N) C, H, N. Starting materials: ClC1=CC(=NC=C1)C(=O)Cl (4-chloropicolinic acid chloride), C(C)N1CCNCC1 (N-ethylpiperazine). The product is ClC1=CC(=NC=C1)C(=O)N1CCN(CC1)CC ((4-chloro-pyridin-2-yl)-(4-ethyl-piperazin-1-yl)-methanone). Reaction SMILES: [Cl:1][C:2]1[CH:7]=[CH:6][N:5]=[C:4]([C:8](Cl)=[O:9])[CH:3]=1.[CH2:11]([N:13]1[CH2:18][CH2:17][NH:16][CH2:15][CH2:14]1)[CH3:12]>>[Cl:1][C:2]1[CH:7]=[CH:6][N:5]=[C:4]([C:8]([N:16]2[CH2:17][CH2:18][N:13]([CH2:11][CH3:12])[CH2:14][CH2:15]2)=[O:9])[CH:3]=1. Procedure details: Using 4-chloropicolinic acid chloride and N-ethylpiperazine instead of N-Boc-piperazine, amidation was carried out in the same manner as Step A in Example 1-D-199, to obtain (4-chloro-pyridin-2-yl)-(4-ethyl-piperazin-1-yl)-methanone. Using bis-(4-methoxy-benzyl)-[5-(2-morpholin-4-yl-6,7-dihydro-5H-pyrrolo[2,3-d]pyrimidin-4-yl)-pyrimidin-2-yl]-amine (232 mg, 0.430 mmol), and the obtained (4-chloro-pyridin-2-yl)-(4-ethyl-piperazin-1-yl)-methanone (120 mg, 0.473 mmol) instead of 4-chloropicolinic a...